This data is from the Open Reaction Database (ORD), a public repository of structured organic reaction records. The task is: describe an organic reaction: reactants, conditions, products, and yield Reactants: BrCC1(COC1)CO ((3-Bromomethyl-oxetan-3-yl)-methanol), [H-].[Na+] (sodium hydride), CI (methyl iodide). Run in O1CCCC1 (tetrahydrofuran). Reaction conditions: time 15 minute. The product is BrCC1(COC1)COC (3-(bromomethyl)-3-(methoxymethyl)oxetane). The yield is 55.7%. As a reaction SMILES: [Br:1][CH2:2][C:3]1([CH2:7][OH:8])[CH2:6][O:5][CH2:4]1.[H-].[Na+].[CH3:11]I>O1CCCC1>[Br:1][CH2:2][C:3]1([CH2:7][O:8][CH3:11])[CH2:6][O:5][CH2:4]1 |f:1.2|. Reported procedure: To a stirring solution of (3-Bromomethyl-oxetan-3-yl)-methanol (200 mg, 1.104 mmol) in tetrahydrofuran (15 mL) at 0° C., was added sodium hydride (63 mg, 2.65 mmol) and stirred for 15 min. To this methyl iodide (629 mg, 4.419 mmol) was added to the above reaction mixture and the resultant reaction mixture was warmed to RT and stirred for 2 h. The reaction mixture was quenched with water and extracted with ethyl acetate (3×). The combined ethyl acetate layer was washed with brine and dried over a... Starting materials: N(=[N+]=[N-])C1[C@H](C2=CC=CC=C2C1)O ((S)-2-azido-indan-1-ol). Reagents/catalysts: [Pd] (palladium on carbon), [Pd] (palladium on carbon). The solvent is CCO (EtOH). Run at time 8 hour. Product: NC1[C@H](C2=CC=CC=C2C1)O ((S)-2-Amino-indan-1-ol). As a reaction SMILES: [N:1]([CH:4]1[CH2:12][C:11]2[C:6](=[CH:7][CH:8]=[CH:9][CH:10]=2)[C@@H:5]1[OH:13])=[N+]=[N-]>CCO.[Pd]>[NH2:1][CH:4]1[CH2:12][C:11]2[C:6](=[CH:7][CH:8]=[CH:9][CH:10]=2)[C@@H:5]1[OH:13]. Procedure: To (S)-2-azido-indan-1-ol (9.39 mmol) in EtOH (45 mL) was added 10% palladium on carbon (0.20 g), and the mixture was stilled under H2 using a Parr apparatus for 4 hours. Analytical LCMS indicated that some starting material was still present, so additional 10% palladium on carbon (0.20 g) was added, and the reaction was stirred overnight under H2 using a Parr apparatus. The mixture was filtered over a pad of Celite and rinsed well with EtOH. The filtrate was concentrated to give the title compo... The reactants are CC(=O)O[BH-](OC(C)=O)OC(C)=O, O=C([O-])O, COc1ccc(C=O)cc1, CCOC(C)=O, CCCCCCC, ClCCCl, CC(N)(CO)c1cc(Br)ccc1F, [Na+], [Na+]. Yields the product COc1ccc(CNC(C)(CO)c2cc(Br)ccc2F)cc1. Reaction SMILES: [C:24]([O:25][BH-:26]([O:27][C:28](=[O:29])[CH3:30])[O:31][C:32](=[O:33])[CH3:34])(=[O:35])[CH3:36].[C:38](=[O:39])([O-:40])[OH:41].[CH3:14][O:15][c:16]1[cH:17][cH:18][c:19]([CH:20]=[O:21])[cH:22][cH:23]1.[CH3:47][CH2:48][O:49][C:50](=[O:51])[CH3:52].[CH3:53][CH2:54][CH2:55][CH2:56][CH2:57][CH2:58][CH3:59].[Cl:43][CH2:44][CH2:45][Cl:46].[NH2:1][C:2]([CH2:3][OH:4])([CH3:5])[c:6]1[c:7]([F:13])[cH:8][cH:9][c:10]([Br:12])[cH:11]1.[Na+:37].[Na+:42]>>[NH:1]([C:2]([CH2:3][OH:4])([CH3:5])[c:6]1[c:7]([F:13])[cH:8][cH:9][c:10]([Br:12])[cH:11]1)[CH2:20][c:19]1[cH:18][cH:17][c:16]([O:15][CH3:14])[cH:23][cH:22]1. Reactants: CC(C)(C)OC(=O)NC(CC(=O)N1CCn2c(C(F)(F)F)nc(C(=O)OCc3ccccc3)c2C1)Cc1cc(F)c(F)cc1F, CCOC(C)=O, Cl. The product is NC(CC(=O)N1CCn2c(C(F)(F)F)nc(C(=O)OCc3ccccc3)c2C1)Cc1cc(F)c(F)cc1F, Cl. Reaction SMILES: [CH2:1]([c:2]1[cH:3][cH:4][cH:5][cH:6][cH:7]1)[O:8][C:9](=[O:10])[c:11]1[n:12][c:13]([C:42]([F:43])([F:44])[F:45])[n:14]2[c:15]1[CH2:16][N:17]([C:20]([CH2:21][CH:22]([CH2:23][c:24]1[c:25]([F:32])[cH:26][c:27]([F:31])[c:28]([F:30])[cH:29]1)[NH:33][C:34]([O:35][C:36]([CH3:37])([CH3:38])[CH3:39])=[O:40])=[O:41])[CH2:18][CH2:19]2.[CH3:47][CH2:48][O:49][C:50](=[O:51])[CH3:52].[ClH:46]>>[CH2:1]([c:2]1[cH:3][cH:4][cH:5][cH:6][cH:7]1)[O:8][C:9](=[O:10])[c:11]1[n:12][c:13]([C:42]([F:43])([F:44])[F:45])[n:14]2[c:15]1[CH2:16][N:17]([C:20]([CH2:21][CH:22]([CH2:23][c:24]1[c:25]([F:32])[cH:26][c:27]([F:31])[c:28]([F:30])[cH:29]1)[NH2:33])=[O:41])[CH2:18][CH2:19]2.[ClH:46]. Reactants: C1CCOC1, CS(=O)(=O)N1CCN(c2ccc(OCC(F)(F)F)cn2)CC1, C[Si](C)(C)[N-][Si](C)(C)C, [Li+], CCOC(=O)CCc1ncccn1. Product: O=C(CCc1ncccn1)CS(=O)(=O)N1CCN(c2ccc(OCC(F)(F)F)cn2)CC1. Reaction SMILES: [CH2:46]1[O:47][CH2:48][CH2:49][CH2:50]1.[CH3:1][S:2](=[O:3])(=[O:4])[N:5]1[CH2:6][CH2:7][N:8]([c:11]2[n:12][cH:13][c:14]([O:17][CH2:18][C:19]([F:20])([F:21])[F:22])[cH:15][cH:16]2)[CH2:9][CH2:10]1.[CH3:24][Si:25]([N-:26][Si:27]([CH3:28])([CH3:29])[CH3:30])([CH3:31])[CH3:32].[Li+:23].[n:33]1[c:34]([CH2:39][CH2:40][C:41](=[O:42])[O:43][CH2:44][CH3:45])[n:35][cH:36][cH:37][cH:38]1>>[CH2:1]([S:2](=[O:3])(=[O:4])[N:5]1[CH2:6][CH2:7][N:8]([c:11]2[n:12][cH:13][c:14]([O:17][CH2:18][C:19]([F:20])([F:21])[F:22])[cH:15][cH:16]2)[CH2:9][CH2:10]1)[C:41]([CH2:40][CH2:39][c:34]1[n:33][cH:38][cH:37][cH:36][n:35]1)=[O:42].